From a dataset of the Open Reaction Database (ORD), a public repository of structured organic reaction records. describe an organic reaction: reactants, conditions, products, and yield Reactants: NCCN1CCC(CC1)C=1C=C(C=CC1)NC(C(C)C)=O (N-{3-[1-(2-aminoethyl)-4-piperidinyl]phenyl}-2-methylpropanamide), C1=CC=C(C=C1)C2=CC=C(C=C2)N=C=O (4-biphenyl isocyanate). The solvent is C1CCOC1 (THF). Yields the product C1(=CC=C(C=C1)NC(=O)NCCN1CCC(CC1)C=1C=C(C=CC1)NC(C(C)C)=O)C1=CC=CC=C1 (N-{3-[1-(2-{[([1,1′-BIPHENYL]-4-YLAMINO)CARBONYL]AMINO}ETHYL)-4-PIPERIDINYL}PHENYL}-2-METHYLPROPANAMIDE). RXN SMILES: [NH2:1][CH2:2][CH2:3][N:4]1[CH2:9][CH2:8][CH:7]([C:10]2[CH:11]=[C:12]([NH:16][C:17](=[O:21])[CH:18]([CH3:20])[CH3:19])[CH:13]=[CH:14][CH:15]=2)[CH2:6][CH2:5]1.[CH:22]1[CH:27]=[CH:26][C:25]([C:28]2[CH:33]=[CH:32][C:31]([N:34]=[C:35]=[O:36])=[CH:30][CH:29]=2)=[CH:24][CH:23]=1>C1COCC1>[C:28]1([C:25]2[CH:24]=[CH:23][CH:22]=[CH:27][CH:26]=2)[CH:29]=[CH:30][C:31]([NH:34][C:35]([NH:1][CH2:2][CH2:3][N:4]2[CH2:9][CH2:8][CH:7]([C:10]3[CH:11]=[C:12]([NH:16][C:17](=[O:21])[CH:18]([CH3:19])[CH3:20])[CH:13]=[CH:14][CH:15]=3)[CH2:6][CH2:5]2)=[O:36])=[CH:32][CH:33]=1. Procedure: Prepared by Procedure Q1 (THF) and Scheme AT using N-{3-[1-(2-aminoethyl)-4-piperidinyl]phenyl}-2-methylpropanamide and 4-biphenyl isocyanate: ESMS m/e: 485.2 (M+H)+. Reactants: BrCCC1CCOCC1, O=C([O-])[O-], CCCCOc1nc(N)c2nc(OC)[nH]c2n1, CN(C)C=O, O=C(O)C(F)(F)F, [K+], [K+]. The product is CCCCOc1nc(N)c2nc(OC)n(CCC3CCOCC3)c2n1. RXN SMILES: [Br:31][CH2:32][CH2:33][CH:34]1[CH2:35][CH2:36][O:37][CH2:38][CH2:39]1.[C:25](=[O:26])([O-:27])[O-:28].[CH2:8]([CH2:9][CH2:10][CH3:11])[O:12][c:13]1[n:14][c:15]([NH2:24])[c:16]2[n:17][c:18]([O:22][CH3:23])[nH:19][c:20]2[n:21]1.[CH3:40][N:41]([CH3:42])[CH:43]=[O:44].[F:1][C:2]([F:3])([F:4])[C:5]([OH:6])=[O:7].[K+:29].[K+:30]>>[CH2:8]([CH2:9][CH2:10][CH3:11])[O:12][c:13]1[n:14][c:15]([NH2:24])[c:16]2[n:17][c:18]([O:22][CH3:23])[n:19]([CH2:32][CH2:33][CH:34]3[CH2:35][CH2:36][O:37][CH2:38][CH2:39]3)[c:20]2[n:21]1. Reactants: ClCCl, O=C(OO)c1cccc(Cl)c1, O=C1CCC(=O)N1O. The product is O=C(O)c1cccc(Cl)c1. Reaction SMILES: [Cl:20][CH2:21][Cl:22].[Cl:9][c:10]1[cH:11][c:12]([C:16](=[O:17])[O:18][OH:19])[cH:13][cH:14][cH:15]1.[OH:1][N:2]1[C:3](=[O:4])[CH2:5][CH2:6][C:7]1=[O:8]>>[Cl:9][c:10]1[cH:11][c:12]([C:16](=[O:17])[OH:18])[cH:13][cH:14][cH:15]1. The reactants are C(C)(C)N1N=CN=C1C=1N=C2N(CCOC3=C2C=CC(=C3)C(=O)O)C1 (2-(1-isopropyl-1H-1,2,4-triazol-5-yl)-5,6-dihydrobenzo[f]imidazo[1,2-d][1,4]oxazepine-9-carboxylic acid), Cl.NO (hydroxylamine hydrochloride). Solvent: C1CCOC1 (THF). The product is ONC(=O)C1=CC2=C(C=3N(CCO2)C=C(N3)C3=NC=NN3C(C)C)C=C1 (N-hydroxy-2-(1-isopropyl-1H-1,2,4-triazol-5-yl)-5,6-dihydrobenzo[f]imidazo[1,2-d][1,4]oxazepine-9-carboxamide). Reaction SMILES: [CH:1]([N:4]1[C:8]([C:9]2[N:10]=[C:11]3[C:17]4[CH:18]=[CH:19][C:20]([C:22]([OH:24])=O)=[CH:21][C:16]=4[O:15][CH2:14][CH2:13][N:12]3[CH:25]=2)=[N:7][CH:6]=[N:5]1)([CH3:3])[CH3:2].Cl.[NH2:27][OH:28]>C1COCC1>[OH:28][NH:27][C:22]([C:20]1[CH:19]=[CH:18][C:17]2[C:11]3[N:12]([CH:25]=[C:9]([C:8]4[N:4]([CH:1]([CH3:2])[CH3:3])[N:5]=[CH:6][N:7]=4)[N:10]=3)[CH2:13][CH2:14][O:15][C:16]=2[CH:21]=1)=[O:24] |f:1.2|. Procedure details: Following the same procedure as for 133, 2-(1-isopropyl-1H-1,2,4-triazol-5-yl)-5,6-dihydrobenzo[f]imidazo[1,2-d][1,4]oxazepine-9-carboxylic acid (20 mg, 0.06 mmol) was reacted with hydroxylamine hydrochloride (8 mg, 0.1 mmol) in THF to provide 173. LC/MS (ESI+): m/z 355 (M+H) Reactants: Cl.Cl.N1CC(C1)C=1C(=C(C=C(C1F)Cl)C(C)N1N=C(C=2C1=NC=NC2N)C(F)F)OCC (1-[1-(3-azetidin-3-yl-5-chloro-2-ethoxy-4-fluorophenyl)ethyl]-3-(difluoromethyl)-1H-pyrazolo[3,4-d]pyrimidin-4-amine dihydrochloride), CC(=O)C (acetone). The product is ClC=1C(=C(C(=C(C1)C(C)N1N=C(C=2C1=NC=NC2N)C(F)F)OCC)C2CN(C2)C(C)C)F (1-{1-[5-Chloro-2-ethoxy-4-fluoro-3-(1-isopropylazetidin-3-yl)phenyl]ethyl}-3-(difluoromethyl)-1H-pyrazolo[3,4-d]pyrimidin-4-amine). As a reaction SMILES: Cl.Cl.[NH:3]1[CH2:6][CH:5]([C:7]2[C:8]([O:30][CH2:31][CH3:32])=[C:9]([CH:15]([N:17]3[C:21]4=[N:22][CH:23]=[N:24][C:25]([NH2:26])=[C:20]4[C:19]([CH:27]([F:29])[F:28])=[N:18]3)[CH3:16])[CH:10]=[C:11]([Cl:14])[C:12]=2[F:13])[CH2:4]1.[CH3:33][C:34]([CH3:36])=O>>[Cl:14][C:11]1[C:12]([F:13])=[C:7]([CH:5]2[CH2:6][N:3]([CH:34]([CH3:36])[CH3:33])[CH2:4]2)[C:8]([O:30][CH2:31][CH3:32])=[C:9]([CH:15]([N:17]2[C:21]3=[N:22][CH:23]=[N:24][C:25]([NH2:26])=[C:20]3[C:19]([CH:27]([F:29])[F:28])=[N:18]2)[CH3:16])[CH:10]=1 |f:0.1.2|. Reported procedure: This compound was prepared using procedures analogous to those for Example 1 step 8, with 1-[1-(3-azetidin-3-yl-5-chloro-2-ethoxy-4-fluorophenyl)ethyl]-3-(difluoromethyl)-1H-pyrazolo[3,4-d]pyrimidin-4-amine dihydrochloride and acetone as starting materials. The product was isolated as a racemic mixture. LCMS calculated for C22H27ClF3N6O (M+H)+: m/z=483.2; Found: 483.2